This data is from the Open Reaction Database (ORD), a public repository of structured organic reaction records. The task is: describe an organic reaction: reactants, conditions, products, and yield Starting materials: C(C)(C)(C)OC(=O)N1CCC2=C(N(N=C2CC1)C1CC1)OS(=O)(=O)C(F)(F)F (2-cyclopropyl-3-trifluoromethanesulfonyloxy-4,5,7,8-tetrahydro-2H-1,2,6-triaza-azulene-6-carboxylic acid tert-butyl ester), C(#N)C1=CC=C(C=C1)B(O)O (4-cyanophenylboronic acid). Procedure: The title compound (91 mg) was prepared according to Example 281 using 200 mg of 2-cyclopropyl-3-trifluoromethanesulfonyloxy-4,5,7,8-tetrahydro-2H-1,2,6-triaza-azulene-6-carboxylic acid tert-butyl ester (Example 281, Step C) and 97 mg of 4-cyanophenylboronic acid. MS (ESI): exact mass calculated for C17H18N4, 278.15. found, m/z 279.4 [M+H]+. 1H NMR (500 MHz, CD3OD): 7.94-7.92 (m, 2H), 7.71-7.70 (m, 2H), 4.66 (br s, 1H), 3.71-3.68 (m, 1H), 3.47 (br s, 1H), 3.39-3.19 (m, 4H), 3.01-2.88 (m, 2H), 0.... Product: C1(CC1)N1N=C2CCNCCC2=C1C1=CC=C(C#N)C=C1 (4-(2-Cyclopropyl-2,4,5,6,7,8-hexahydro-1,2,6-triaza-azulen-3-yl)-benzonitrile). Reaction SMILES: C(OC([N:8]1[CH2:17][CH2:16][C:15]2[C:11](=[C:12](OS(C(F)(F)F)(=O)=O)[N:13]([CH:18]3[CH2:20][CH2:19]3)[N:14]=2)[CH2:10][CH2:9]1)=O)(C)(C)C.[C:29]([C:31]1[CH:36]=[CH:35][C:34](B(O)O)=[CH:33][CH:32]=1)#[N:30]>>[CH:18]1([N:13]2[C:12]([C:34]3[CH:35]=[CH:36][C:31]([C:29]#[N:30])=[CH:32][CH:33]=3)=[C:11]3[C:15]([CH2:16][CH2:17][NH:8][CH2:9][CH2:10]3)=[N:14]2)[CH2:19][CH2:20]1. The yield is 69.5%. Reactants: ClC1=CC=C(C=C1)C=1C(=NC=C(C(=O)N[C@H]2[C@@H](CCCC2)O)C1)C#CC1(CCCC1)O (5-(4-Chloro-phenyl)-N-((1R,2R)-2-hydroxy-cyclohexyl)-6-(1-hydroxy-cyclopentylethynyl)-nicotinamide). The reagents and catalysts are [Pd] (palladium on charcoal). The solvent is C(C)OC(C)=O (ethylacetate). Product: ClC1=CC=C(C=C1)C=1C(=NC=C(C(=O)N[C@H]2[C@@H](CCCC2)O)C1)CCC1(CCCC1)O (5-(4-Chloro-phenyl)-N-((1R,2R)-2-hydroxy-cyclohexyl)-6-[2-(1-hydroxy-cyclopentyl)-ethyl]-nicotinamide). As a reaction SMILES: [Cl:1][C:2]1[CH:7]=[CH:6][C:5]([C:8]2[C:9]([C:24]#[C:25][C:26]3([OH:31])[CH2:30][CH2:29][CH2:28][CH2:27]3)=[N:10][CH:11]=[C:12]([CH:23]=2)[C:13]([NH:15][C@@H:16]2[CH2:21][CH2:20][CH2:19][CH2:18][C@H:17]2[OH:22])=[O:14])=[CH:4][CH:3]=1>C(OC(=O)C)C.[Pd]>[Cl:1][C:2]1[CH:3]=[CH:4][C:5]([C:8]2[C:9]([CH2:24][CH2:25][C:26]3([OH:31])[CH2:27][CH2:28][CH2:29][CH2:30]3)=[N:10][CH:11]=[C:12]([CH:23]=2)[C:13]([NH:15][C@@H:16]2[CH2:21][CH2:20][CH2:19][CH2:18][C@H:17]2[OH:22])=[O:14])=[CH:6][CH:7]=1. Reported procedure: 5-(4-Chloro-phenyl)-N-((1R,2R)-2-hydroxy-cyclohexyl)-6-(1-hydroxy-cyclopentylethynyl)-nicotinamide (120 mg, 0.27 mmol) was dissolved in ethylacetate (15 mL) and hydrogenated in the presence of palladium on charcoal (10%) at room temperature and atmospheric pressure. After filtration and evaporation of the solvent the residue was purified by chromatography on silica gel with a ethyl acetate:methanol gradient to yield the product as colorless foam, MS (ISP) 443.1, 445.1 (M+H)+. Starting materials: ClC=1C=C(C2=C(N1)N(N=C2C)C(C)(C)C)C(=O)NCC=2C(NC(=CC2C)C)=O (6-chloro-1-(1,1-dimethylethyl)-N-[(4,6-dimethyl-2-oxo-1,2-dihydro-3-pyridinyl)methyl]-3-methyl-1H-pyrazolo[3,4-b]pyridine-4-carboxamide), C([O-])([O-])=O.[Na+].[Na+] (sodium carbonate), N1(CCOCC1)C1=CC=C(C=N1)B(O)O ([6-(4-morpholinyl)-3-pyridinyl]boronic acid), COCCOC (DME). The reagents and catalysts are C1=CC=C(C=C1)P([C-]2C=CC=C2)C3=CC=CC=C3.C1=CC=C(C=C1)P([C-]2C=CC=C2)C3=CC=CC=C3.Cl[Pd]Cl.[Fe+2].C(Cl)Cl (PdCl2(dppf) CH2Cl2). Solvent: O (water). Reaction conditions: time 40 minute. Yields the product CC(C)(C)N1N=C(C2=C1N=C(C=C2C(=O)NCC=2C(NC(=CC2C)C)=O)C=2C=NC(=CC2)N2CCOCC2)C (1-(1,1-Dimethylethyl)-N-[(4,6-dimethyl-2-oxo-1,2-dihydro-3-pyridinyl)methyl]-3-methyl-6-[6-(4-morpholinyl)-3-pyridinyl]-1H-pyrazolo[3,4-b]pyridine-4-carboxamide). Reaction SMILES: Cl[C:2]1[CH:3]=[C:4]([C:16]([NH:18][CH2:19][C:20]2[C:21](=[O:28])[NH:22][C:23]([CH3:27])=[CH:24][C:25]=2[CH3:26])=[O:17])[C:5]2[C:10]([CH3:11])=[N:9][N:8]([C:12]([CH3:15])([CH3:14])[CH3:13])[C:6]=2[N:7]=1.[N:29]1([C:35]2[N:40]=[CH:39][C:38](B(O)O)=[CH:37][CH:36]=2)[CH2:34][CH2:33][O:32][CH2:31][CH2:30]1.COCCOC.C(=O)([O-])[O-].[Na+].[Na+]>C1C=CC(P(C2C=CC=CC=2)[C-]2C=CC=C2)=CC=1.C1C=CC(P(C2C=CC=CC=2)[C-]2C=CC=C2)=CC=1.Cl[Pd]Cl.[Fe+2].C(Cl)Cl.O>[CH3:14][C:12]([N:8]1[C:6]2[N:7]=[C:2]([C:38]3[CH:39]=[N:40][C:35]([N:29]4[CH2:30][CH2:31][O:32][CH2:33][CH2:34]4)=[CH:36][CH:37]=3)[CH:3]=[C:4]([C:16]([NH:18][CH2:19][C:20]3[C:21](=[O:28])[NH:22][C:23]([CH3:27])=[CH:24][C:25]=3[CH3:26])=[O:17])[C:5]=2[C:10]([CH3:11])=[N:9]1)([CH3:13])[CH3:15] |f:3.4.5,6.7.8.9.10|. Procedure: The title compound was prepared in the same manner as described in example 74 using 6-chloro-1-(1,1-dimethylethyl)-N-[(4,6-dimethyl-2-oxo-1,2-dihydro-3-pyridinyl)methyl]-3-methyl-1H-pyrazolo[3,4-b]pyridine-4-carboxamide (70 mg, 0.174 mmol), [6-(4-morpholinyl)-3-pyridinyl]boronic acid (47.1 mg, 0.226 mmol), DME (3 mL), water (1.00 mL), sodium carbonate (0.261 mL, 0.523 mmol) and PdCl2(dppf)-CH2Cl2 adduct (11.38 mg, 0.014 mmol) wherein the reaction time was 40 min. The crude product was purified b...